Dataset: the Open Reaction Database (ORD), a public repository of structured organic reaction records. Task: describe an organic reaction: reactants, conditions, products, and yield Starting materials: [C@@H]1([C@H](O1)C(=O)O)C(=O)O (cis-epoxysuccinic acid), [OH-].[Na+] (sodium hydroxide). Solvent: aqueous solution. Conditions: temperature 35 celsius, time 4 hour. Product: C(=O)([O-])[C@H](O)[C@@H](O)C(=O)[O-].[Na+].[Na+] (sodium L(+)-tartrate). Isolated yield 95.0%. RXN SMILES: [C@@H:1]1([C:7]([OH:9])=[O:8])[O:3][C@@H:2]1[C:4]([OH:6])=[O:5].[OH-:10].[Na+:11]>>[C:7]([C@@H:1]([C@H:2]([C:4]([O-:6])=[O:5])[OH:10])[OH:3])([O-:9])=[O:8].[Na+:11].[Na+:11] |f:1.2,3.4.5|. Procedure details: Clean microbic cells obtained similarly to Example 3 were placed in 100 ml of an aqueous solution containing as the substrate 1.0 g of cis-epoxysuccinic acid and having the pH value thereof adjusted to 8.0 with an aqueous sodium hydroxide solution and agitated at 35° C for four hours. The substrate was wholly used up to produce 1.40 g of sodium L(+)-tartrate. The yield was 95 percent. The reaction mixture was treated by following the procedure of Example 2. The L(+)-tartaric acid consequently ob... Starting materials: C(C(C)(C)C)(=O)Cl (pivaloyl chloride), BrC1=CC=C(CN2C(=C(C3=CC(=CC=C23)OC)CC(CC(=O)O)C)C)C=C1 (4-(1-(4-Bromobenzyl)-5-methoxy-2-methyl-1H-indol-3-yl)-3-methylbutanoic acid), C[Si](C)(C)[N-][Si](C)(C)C.[K+] (KHMDS), C(C)(C)[C@H]1NC(OC1)=O ((R)-4-isopropyl oxazolidinone), [Li]CCCC (BuLi). Solvent: C1CCOC1 (THF), C1CCOC1 (THF). Run at temperature -78 celsius, time 10 minute. Product: BrC1=CC=C(CN2C(=C(C3=CC(=CC=C23)OC)CC(CC(=O)N2C(OC[C@H]2C(C)C)=O)C)C)C=C1 ((4R)-N-[4-(1-(4-Bromobenzyl)-5-methoxy-2-methyl-1H-indol-3-yl)-3-methylbutanoyl]-4-isopropyl-2-oxazolidinone). Reaction SMILES: [Br:1][C:2]1[CH:27]=[CH:26][C:5]([CH2:6][N:7]2[C:15]3[C:10](=[CH:11][C:12]([O:16][CH3:17])=[CH:13][CH:14]=3)[C:9]([CH2:18][CH:19]([CH3:24])[CH2:20][C:21]([OH:23])=O)=[C:8]2[CH3:25])=[CH:4][CH:3]=1.C[Si]([N-][Si](C)(C)C)(C)C.[K+].C(Cl)(=O)C(C)(C)C.[CH:45]([C@@H:48]1[CH2:52][O:51][C:50](=[O:53])[NH:49]1)([CH3:47])[CH3:46].[Li]CCCC>C1COCC1>[Br:1][C:2]1[CH:27]=[CH:26][C:5]([CH2:6][N:7]2[C:15]3[C:10](=[CH:11][C:12]([O:16][CH3:17])=[CH:13][CH:14]=3)[C:9]([CH2:18][CH:19]([CH3:24])[CH2:20][C:21]([N:49]3[C@H:48]([CH:45]([CH3:47])[CH3:46])[CH2:52][O:51][C:50]3=[O:53])=[O:23])=[C:8]2[CH3:25])=[CH:4][CH:3]=1 |f:1.2|. Procedure details: To a solution of acid from Step 6 (1.0 g, 2.3 mmol) in THF (20 mL) at 0° C. was added KHMDS (0.64M/toluene, 4.0 mL, 2.6 mmol) followed by pivaloyl chloride (0.31 mL, 2.6 mmol). After 30 rain at 0° C., the solution was cooled to -78° C., and a cloudy solution of (R)-4-isopropyl oxazolidinone (0.35 g, 2.7 mmol) and BuLi (1.6M/hexane, 1.7 mL, 2.7 mmol) in THF (20 mL) was added via double-tipped needle. After 10 min at -78° C., the reaction was warmed to 0° C. for 1 h, at which point it was quenched... Procedure details: A solution of 3-(7-bromo-4-methyl-3-oxo-2,3,4,10-tetrahydro-9-oxa-1,2,4a-triaza-phenanthren-6-ylamino)-azetidine-1-carboxylic acid tert-butyl ester (Example #1, Step B, 0.1 g, 0.21 mmol), aniline (0.06 g, 0.64 mmol), Pd2(dba)3 (0.039 g, 0.04 mmol), Xantphos (0.0496 g, 0.09 mmol), and Cs2CO3 (0.14 g, 0.43 mmol) in anhydrous dioxane (10 mL) was heated at 130° C. for 14 h. The reaction mixture was cooled to ambient temperature and concentrated in vacuo, The residue was purified by chromatography on... Isolated yield 13.9%. Reaction SMILES: [C:1]([O:5][C:6]([N:8]1[CH2:11][CH:10]([NH:12][C:13]2[CH:14]=[C:15]3[C:24](=[CH:25][C:26]=2Br)[O:23][CH2:22][C:21]2[N:16]3[CH:17]([CH3:29])[C:18](=[O:28])[NH:19][N:20]=2)[CH2:9]1)=[O:7])([CH3:4])([CH3:3])[CH3:2].[NH2:30][C:31]1[CH:36]=[CH:35][CH:34]=[CH:33][CH:32]=1.CC1(C)C2C(=C(P(C3C=CC=CC=3)C3C=CC=CC=3)C=CC=2)OC2C(P(C3C=CC=CC=3)C3C=CC=CC=3)=CC=CC1=2.C([O-])([O-])=O.[Cs+].[Cs+]>O1CCOCC1.C1C=CC(/C=C/C(/C=C/C2C=CC=CC=2)=O)=CC=1.C1C=CC(/C=C/C(/C=C/C2C=CC=CC=2)=O)=CC=1.C1C=CC(/C=C/C(/C=C/C2C=CC=CC=2)=O)=CC=1.[Pd].[Pd]>[C:1]([O:5][C:6]([N:8]1[CH2:11][CH:10]([NH:12][C:13]2[CH:14]=[C:15]3[C:24](=[CH:25][C:26]=2[NH:30][C:31]2[CH:36]=[CH:35][CH:34]=[CH:33][CH:32]=2)[O:23][CH2:22][C:21]2[N:16]3[CH:17]([CH3:29])[C:18](=[O:28])[NH:19][N:20]=2)[CH2:9]1)=[O:7])([CH3:4])([CH3:3])[CH3:2] |f:3.4.5,7.8.9.10.11|. The reagents and catalysts are C=1C=CC(=CC1)/C=C/C(=O)/C=C/C2=CC=CC=C2.C=1C=CC(=CC1)/C=C/C(=O)/C=C/C2=CC=CC=C2.C=1C=CC(=CC1)/C=C/C(=O)/C=C/C2=CC=CC=C2.[Pd].[Pd] (Pd2(dba)3). Reactants: C(C)(C)(C)OC(=O)N1CC(C1)NC=1C=C2N3C(C(NN=C3COC2=CC1Br)=O)C (3-(7-bromo-4-methyl-3-oxo-2,3,4,10-tetrahydro-9-oxa-1,2,4a-triaza-phenanthren-6-ylamino)-azetidine-1-carboxylic acid tert-butyl ester), NC1=CC=CC=C1 (aniline), CC1(C2=C(C(=CC=C2)P(C3=CC=CC=C3)C4=CC=CC=C4)OC5=C(C=CC=C51)P(C6=CC=CC=C6)C7=CC=CC=C7)C (Xantphos), C(=O)([O-])[O-].[Cs+].[Cs+] (Cs2CO3). Solvent: O1CCOCC1 (dioxane). Yields the product C(C)(C)(C)OC(=O)N1CC(C1)NC=1C=C2N3C(C(NN=C3COC2=CC1NC1=CC=CC=C1)=O)C (3-(4-methyl-3-oxo-7-phenylamino-2,3,4,10-tetrahydro-9-oxa-1,2,4a-triaza-phenanthren-6-ylamino)-azetidine-1-carboxylic acid tert-butyl ester). Starting materials: CC(C)N1CCN(CC1)CCC(=O)N1CCC2=CC(=C(C=C12)[N+](=O)[O-])OC (1-{3-[4-(1-methylethyl)-1-piperazinyl]propanoyl}-5-(methyloxy)-6-nitro-2,3-dihydro-1H-indole), O.O.[Sn](Cl)Cl (tin (II) chloride dihydrate), Cl (HCl). Solvent: C(C)O (ethanol), CC(=O)N(C)C (DMA). Reaction conditions: time 8 hour. Product: CC(C)N1CCN(CC1)CCC(=O)N1CCC2=CC(=C(C=C12)N)OC (1-{3-[4-(1-methylethyl)-1-piperazinyl]propanoyl}-5-(methyloxy)-2,3-dihydro-1H-indol-6-amine). Reaction SMILES: [CH3:1][CH:2]([N:4]1[CH2:9][CH2:8][N:7]([CH2:10][CH2:11][C:12]([N:14]2[C:22]3[C:17](=[CH:18][C:19]([O:26][CH3:27])=[C:20]([N+:23]([O-])=O)[CH:21]=3)[CH2:16][CH2:15]2)=[O:13])[CH2:6][CH2:5]1)[CH3:3].O.O.[Sn](Cl)Cl.Cl>C(O)C.CC(N(C)C)=O>[CH3:3][CH:2]([N:4]1[CH2:9][CH2:8][N:7]([CH2:10][CH2:11][C:12]([N:14]2[C:22]3[C:17](=[CH:18][C:19]([O:26][CH3:27])=[C:20]([NH2:23])[CH:21]=3)[CH2:16][CH2:15]2)=[O:13])[CH2:6][CH2:5]1)[CH3:1] |f:1.2.3|. Reported procedure: To a solution of 1-{3-[4-(1-methylethyl)-1-piperazinyl]propanoyl}-5-(methyloxy)-6-nitro-2,3-dihydro-1H-indole (0.62 g, 1.65 mmol) in absolute ethanol (150 mL) and DMA (10 mL) was added tin (II) chloride dihydrate (2.23 g, 7.84 mmol) and 1M HCl(3.0 mL). After overnight stirring, reaction was quenched with excess saturated NaHCO3 solution, stirred for one hr, and filtered through a celite pad which was rinsed with methanol. After organic solvent removal, the aqueous layer was extracted with dichlo... Reactants: NCCCN (1,3-Diaminopropane), Cl.C(C)OC(=N)C1C2=CC=CC=C2C=2C=CC=CC12 (9H-fluorene-9-carboximidic acid ethyl ester hydrochloride), C(C)O (ethanol). Run at temperature 0 celsius, time 30 minute. Product: N1C(=NCCC1)C1(C2=CC=CC=C2C=2C=CC=CC12)O (9-(1,4,5,6-Tetrahydro-2-pyrimidinyl)-9H-fluoren-9-ol). Reaction SMILES: [NH2:1][CH2:2][CH2:3][CH2:4][NH2:5].Cl.C(O[C:10]([CH:12]1[C:24]2[CH:23]=[CH:22][CH:21]=[CH:20][C:19]=2[C:18]2[C:13]1=[CH:14][CH:15]=[CH:16][CH:17]=2)=N)C.C([OH:27])C>>[NH:1]1[CH2:2][CH2:3][CH2:4][N:5]=[C:10]1[C:12]1([OH:27])[C:24]2[CH:23]=[CH:22][CH:21]=[CH:20][C:19]=2[C:18]2[C:13]1=[CH:14][CH:15]=[CH:16][CH:17]=2 |f:1.2|. Procedure details: 1,3-Diaminopropane (4.92 ml.) was added dropwise to a stirred, ice-cooled suspension of 9H-fluorene-9-carboximidic acid ethyl ester hydrochloride (14.8 g.) in absolute ethanol (100 ml.). The mixture was stirred for 30 minutes at 0°C, 30 minutes at room temperature and then heated under reflux overnight (16 hours). After evaporation of the ethanol the residue was dissolved in 2N hydrochloric acid, extracted once with ether and then basified (2N NaOH). The precipitate was filtered and recrystallis... Starting materials: NC=1C=C2C(=CNC2=CC1)C1CCN(CC1)C (5-amino-3-(1-methylpiperidin-4-yl)-1H-indole), ClC=1C=C(C(=O)O)C=C(C1)Cl (3,5-dichlorobenzoic acid). Yields the product ClC=1C=C(C(=O)NC=2C=C3C(=CNC3=CC2)C2CCN(CC2)C)C=C(C1)Cl (5-(3,5-dichlorobenzoyl)amino-3-(1-methylpiperidin-4-yl)-1H-indole). Isolated yield 85.3%. RXN SMILES: [NH2:1][C:2]1[CH:3]=[C:4]2[C:8](=[CH:9][CH:10]=1)[NH:7][CH:6]=[C:5]2[CH:11]1[CH2:16][CH2:15][N:14]([CH3:17])[CH2:13][CH2:12]1.[Cl:18][C:19]1[CH:20]=[C:21]([CH:25]=[C:26]([Cl:28])[CH:27]=1)[C:22](O)=[O:23]>>[Cl:18][C:19]1[CH:20]=[C:21]([CH:25]=[C:26]([Cl:28])[CH:27]=1)[C:22]([NH:1][C:2]1[CH:3]=[C:4]2[C:8](=[CH:9][CH:10]=1)[NH:7][CH:6]=[C:5]2[CH:11]1[CH2:16][CH2:15][N:14]([CH3:17])[CH2:13][CH2:12]1)=[O:23]. Procedure details: Beginning with 7.0 mg (0.03 mMol) 5-amino-3-(1-methylpiperidin-4-yl)-1H-indole and 17.2 mg (0.09 mMol) 3,5-dichlorobenzoic acid, 10.3 mg of the title compound were recovered. The reactants are BrC1=CC=CC(=N1)C1=NC(=CC(=C1)C1=CC=C(C=C1)C(F)(F)F)C (6′-bromo-6-methyl-4-(4-trifluoromethylphenyl)-[2,2′]bipyridinyl), C(C)(C)(C)NS(=O)(=O)C=1C=C(C=CC1)B(O)O (3-(tert-butylsulfamoyl)-benzeneboronic acid). Product: C(C)(C)(C)NS(=O)(=O)C1=CC(=CC=C1)C1=CC=CC(=N1)C1=NC(=CC(=C1)C1=CC=C(C=C1)C(F)(F)F)C (N-tert-Butyl-3-[6′-methyl-4′-(4-trifluoromethyl-phenyl)-[2,2′]bipyridinyl-6-yl]-benzenesulfonamide), solid. The yield is 66.0%. Reaction SMILES: Br[C:2]1[N:7]=[C:6]([C:8]2[CH:13]=[C:12]([C:14]3[CH:19]=[CH:18][C:17]([C:20]([F:23])([F:22])[F:21])=[CH:16][CH:15]=3)[CH:11]=[C:10]([CH3:24])[N:9]=2)[CH:5]=[CH:4][CH:3]=1.[C:25]([NH:29][S:30]([C:33]1[CH:34]=[C:35](B(O)O)[CH:36]=[CH:37][CH:38]=1)(=[O:32])=[O:31])([CH3:28])([CH3:27])[CH3:26]>>[C:25]([NH:29][S:30]([C:33]1[CH:34]=[CH:35][CH:36]=[C:37]([C:2]2[N:7]=[C:6]([C:8]3[CH:13]=[C:12]([C:14]4[CH:15]=[CH:16][C:17]([C:20]([F:21])([F:22])[F:23])=[CH:18][CH:19]=4)[CH:11]=[C:10]([CH3:24])[N:9]=3)[CH:5]=[CH:4][CH:3]=2)[CH:38]=1)(=[O:32])=[O:31])([CH3:28])([CH3:26])[CH3:27]. Procedure details: The title compound was prepared from 6′-bromo-6-methyl-4-(4-trifluoromethylphenyl)-[2,2′]bipyridinyl (example E.26) (0.65 g, 1.65 mmol) and commercially available 3-(tert-butylsulfamoyl)-benzeneboronic acid (0.468 g, 1.82 mmol) according to the general procedure VI. Obtained as a white solid (0.10 g, 12%) and additional off-white solid (0.57 g, 66%). MS (ISP) 526.2 [(M+H)+]; mp 183° C.